From a dataset of the Open Reaction Database (ORD), a public repository of structured organic reaction records. describe an organic reaction: reactants, conditions, products, and yield The reactants are ClC=1C=C(C=CC1Cl)CC(=O)O (3,4-dichlorophenylacetic acid), C(=O)(N1C=NC=C1)N1C=NC=C1 (1,1'-carbonyldiimidazole), N1(CCCC1)CC1CCC(CN1)O (6-(1-Pyrrolidinylmethyl)-3-piperidinol). Solvent: ClCCl (dichloromethane), ClCCl (dichloromethane), ClCCl (dichloromethane). Conditions: time 40 minute. The product is ClC=1C=C(C=CC1Cl)CC(=O)N1CC(CCC1CN1CCCC1)O (1-[(3,4-Dichlorophenyl)acetyl]-6-(1-pyrrolidinylmethyl)-3-piperidinol). Yield: 99.3%. Reaction SMILES: [Cl:1][C:2]1[CH:3]=[C:4]([CH2:9][C:10]([OH:12])=O)[CH:5]=[CH:6][C:7]=1[Cl:8].C(N1C=CN=C1)(N1C=CN=C1)=O.[N:25]1([CH2:30][CH:31]2[NH:36][CH2:35][CH:34]([OH:37])[CH2:33][CH2:32]2)[CH2:29][CH2:28][CH2:27][CH2:26]1>ClCCl>[Cl:1][C:2]1[CH:3]=[C:4]([CH2:9][C:10]([N:36]2[CH:31]([CH2:30][N:25]3[CH2:26][CH2:27][CH2:28][CH2:29]3)[CH2:32][CH2:33][CH:34]([OH:37])[CH2:35]2)=[O:12])[CH:5]=[CH:6][C:7]=1[Cl:8]. Reported procedure: A solution of 3,4-dichlorophenylacetic acid (0.64 g) in dry dichloromethane (15 ml) was treated with 1,1'-carbonyldiimidazole (0.51 g) portionwise over a 5 minute period. The mixture was stirred at ambient temperature for 40 min and was added to a solution of the product of stage (ii) (0.55 g) in dichloromethane (20 ml). The reaction mixture was stirred at ambient temperature for 18 h, diluted with dichloromethane (50 ml) and washed with aqueous sodium carbonate solution (2M; 2×10 ml). The organ...